This data is from the Open Reaction Database (ORD), a public repository of structured organic reaction records. The task is: describe an organic reaction: reactants, conditions, products, and yield Starting materials: CC=1C=NC=C(C(=O)NC2CCNCC2)C1 (5-methyl-N-(piperidin-4-yl)-nicotinamide), C(C)OC=1C=C(C=O)C=CC1OC(CC)CC (3-ethoxy-4-(1-ethyl-propoxy)-benzaldehyde). Product: C(C)OC=1C=C(CN2CCC(CC2)NC(C2=CN=CC(=C2)C)=O)C=CC1OC(CC)CC (N-[1-[3-Ethoxy-4-(1-ethyl-propoxy)-benzyl]piperidin-4-yl]-5-methyl-nicotinamide). The yield is 36.0%. Reaction SMILES: [CH3:1][C:2]1[CH:3]=[N:4][CH:5]=[C:6]([CH:16]=1)[C:7]([NH:9][CH:10]1[CH2:15][CH2:14][NH:13][CH2:12][CH2:11]1)=[O:8].[CH2:17]([O:19][C:20]1[CH:21]=[C:22]([CH:25]=[CH:26][C:27]=1[O:28][CH:29]([CH2:32][CH3:33])[CH2:30][CH3:31])[CH:23]=O)[CH3:18]>>[CH2:17]([O:19][C:20]1[CH:21]=[C:22]([CH:25]=[CH:26][C:27]=1[O:28][CH:29]([CH2:30][CH3:31])[CH2:32][CH3:33])[CH2:23][N:13]1[CH2:12][CH2:11][CH:10]([NH:9][C:7](=[O:8])[C:6]2[CH:16]=[C:2]([CH3:1])[CH:3]=[N:4][CH:5]=2)[CH2:15][CH2:14]1)[CH3:18]. Procedure details: The title compound (14 mg, 36%) was prepared analogously to example 30 from 5-methyl-N-(piperidin-4-yl)-nicotinamide and 3-ethoxy-4-(1-ethyl-propoxy)-benzaldehyde. MS: 440.6 (MH+) Reactants: CC=1NC2=CC=C(C(=C2C1)C(F)(F)F)C#N (2-methyl-4-(trifluoromethyl)-1H-indole-5-carbonitrile), ClCC1=CC(=NO1)C1=CC=CC=C1 (5-(chloromethyl)-3-phenylisoxazole). Product: CC=1N(C2=CC=C(C(=C2C1)C(F)(F)F)C#N)CC1=CC(=NO1)C1=CC=CC=C1 (2-Methyl-1-[(3-phenyl-5-isoxazolyl)methyl]-4-(trifluoromethyl)-1H-indole-5-carbonitrile). As a reaction SMILES: [CH3:1][C:2]1[NH:3][C:4]2[C:9]([CH:10]=1)=[C:8]([C:11]([F:14])([F:13])[F:12])[C:7]([C:15]#[N:16])=[CH:6][CH:5]=2.Cl[CH2:18][C:19]1[O:23][N:22]=[C:21]([C:24]2[CH:29]=[CH:28][CH:27]=[CH:26][CH:25]=2)[CH:20]=1>>[CH3:1][C:2]1[N:3]([CH2:18][C:19]2[O:23][N:22]=[C:21]([C:24]3[CH:25]=[CH:26][CH:27]=[CH:28][CH:29]=3)[CH:20]=2)[C:4]2[C:9]([CH:10]=1)=[C:8]([C:11]([F:12])([F:14])[F:13])[C:7]([C:15]#[N:16])=[CH:6][CH:5]=2. Reported procedure: Synthesized in a manner similar to Example 23 using 2-methyl-4-(trifluoromethyl)-1H-indole-5-carbonitrile and 5-(chloromethyl)-3-phenylisoxazole: 1H NMR (400 MHz, acetone-d6) δ 8.06 (d, J=8.6 Hz, 1H), 7.84-7.80 (m, 2H), 7.69 (d, J=8.4 Hz, 1H), 7.48-7.44 (m, 3H), 6.88 (s, 1H), 6.69 (s, 1H), 5.86 (s, 2H), 2.69 (s, 3H). The reactants are C1(CCCCC1)CCC[C@H](CC(=O)OC(C)(C)C)C1=NC(=NO1)C(=O)N1CCC(CC1)C1=CC=NC=C1 (tert-butyl (3R)-6-cyclohexyl-3-(3-{[4-(4-pyridinyl)-1-piperidinyl]carbonyl}-1,2,4-oxadiazol-5-yl)hexanoate), FC(C(=O)O)(F)F (trifluoroacetic acid). Solvent: ClCCl (dichloromethane). Run at time 3 hour. Yields the product C1(CCCCC1)CCC[C@H](CC(=O)O)C1=NC(=NO1)C(=O)N1CCC(CC1)C1=CC=NC=C1 ((3R)-6-Cyclohexyl-3-(3-{[4-(4-pyridinyl)-1 -piperidinyl]carbonyl}-1,2,4-oxadiazol-5-yl)hexanoic acid). Yield: 92.2%. RXN SMILES: [CH:1]1([CH2:7][CH2:8][CH2:9][C@@H:10]([C:19]2[O:23][N:22]=[C:21]([C:24]([N:26]3[CH2:31][CH2:30][CH:29]([C:32]4[CH:37]=[CH:36][N:35]=[CH:34][CH:33]=4)[CH2:28][CH2:27]3)=[O:25])[N:20]=2)[CH2:11][C:12]([O:14]C(C)(C)C)=[O:13])[CH2:6][CH2:5][CH2:4][CH2:3][CH2:2]1.FC(F)(F)C(O)=O>ClCCl>[CH:1]1([CH2:7][CH2:8][CH2:9][C@@H:10]([C:19]2[O:23][N:22]=[C:21]([C:24]([N:26]3[CH2:31][CH2:30][CH:29]([C:32]4[CH:33]=[CH:34][N:35]=[CH:36][CH:37]=4)[CH2:28][CH2:27]3)=[O:25])[N:20]=2)[CH2:11][C:12]([OH:14])=[O:13])[CH2:2][CH2:3][CH2:4][CH2:5][CH2:6]1. Procedure details: A solution of tert-butyl (3R)-6-cyclohexyl-3-(3-{[4-(4-pyridinyl)-1-piperidinyl]carbonyl}-1,2,4-oxadiazol-5-yl)hexanoate (Preparation 31) (376 mg, 0.74 mmol) in dichloromethane (15 ml) was cooled to 0° C. and treated with trifluoroacetic acid (5 ml). The resulting mixture was stirred for 3 hours being allowed to warm to room temperature over this time. The solvent was removed under reduced pressure and the residue azeotroped from toluene (×3) then dichloromethane. A saturated solution of sodium ... Starting materials: ClCCl, O=C(Nc1ccc(Cl)c(-c2ccccn2)c1)c1ccc(S(=O)(=O)CCCO)cc1Cl, O=C1CCC(=O)N1Br, c1ccc(P(c2ccccc2)c2ccccc2)cc1. The product is O=C(Nc1ccc(Cl)c(-c2ccccn2)c1)c1ccc(S(=O)(=O)CCCBr)cc1Cl. Reaction SMILES: [Cl:58][CH2:59][Cl:60].[Cl:9][c:10]1[c:11]([C:12](=[O:13])[NH:14][c:15]2[cH:16][c:17](-[c:22]3[n:23][cH:24][cH:25][cH:26][cH:27]3)[c:18]([Cl:21])[cH:19][cH:20]2)[cH:28][cH:29][c:30]([S:32](=[O:33])(=[O:34])[CH2:35][CH2:36][CH2:37][OH:38])[cH:31]1.[O:1]=[C:2]1[N:3]([Br:8])[C:4](=[O:5])[CH2:6][CH2:7]1.[c:39]1([P:40]([c:41]2[cH:42][cH:43][cH:44][cH:45][cH:46]2)[c:47]2[cH:48][cH:49][cH:50][cH:51][cH:52]2)[cH:53][cH:54][cH:55][cH:56][cH:57]1>>[Br:8][CH2:37][CH2:36][CH2:35][S:32]([c:30]1[cH:29][cH:28][c:11]([C:12](=[O:13])[NH:14][c:15]2[cH:16][c:17](-[c:22]3[n:23][cH:24][cH:25][cH:26][cH:27]3)[c:18]([Cl:21])[cH:19][cH:20]2)[c:10]([Cl:9])[cH:31]1)(=[O:33])=[O:34]. Starting materials: S1C(=NC=C1)C=CC(=O)O (2-thiazoleacrylic acid), S(O)(O)(=O)=O (sulphuric acid), C(C)O (ethanol). The product is S1C(=NC=C1)C=CC(=O)OCC (ethyl 2-thiazoleacrylate). RXN SMILES: [S:1]1[CH:5]=[CH:4][N:3]=[C:2]1[CH:6]=[CH:7][C:8]([OH:10])=[O:9].S(=O)(=O)(O)O.[CH2:16](O)[CH3:17]>>[S:1]1[CH:5]=[CH:4][N:3]=[C:2]1[CH:6]=[CH:7][C:8]([O:10][CH2:16][CH3:17])=[O:9]. Procedure: A solution of 2-thiazoleacrylic acid (26.76 g) and concentrated sulphuric acid (10 ml) in ethanol (150 ml) was refluxed for 18 hours. The solution was partially evaporated and dissolved in water. This solution was extracted with ether and the etheral extracts were evaporated to give ethyl 2-thiazoleacrylate. Reactants: ClC1=CC=C(C=C1)C1N(C(C=2NN=C(C21)C)=O)C=2C=C(C=1N(C2)C(=NN1)C)C (4-(4-chlorophenyl)-5-(3,8-dimethyl-[1,2,4]triazolo[4,3-a]pyridin-6-yl)-3-methyl-4,5-dihydropyrrolo[3,4-c]pyrazol-6(1H)-one), IC1CN(C1)C(=O)OC(C)(C)C (tert-butyl 3-iodoazetidine-1-carboxylate). As a reaction SMILES: [Cl:1][C:2]1[CH:7]=[CH:6][C:5]([CH:8]2[C:15]3[C:14]([CH3:16])=[N:13][NH:12][C:11]=3[C:10](=[O:17])[N:9]2[C:18]2[CH:19]=[C:20]([CH3:28])[C:21]3[N:22]([C:24]([CH3:27])=[N:25][N:26]=3)[CH:23]=2)=[CH:4][CH:3]=1.I[CH:30]1[CH2:33][N:32](C(OC(C)(C)C)=O)[CH2:31]1>>[NH:32]1[CH2:33][CH:30]([N:12]2[C:11]3[C:10](=[O:17])[N:9]([C:18]4[CH:19]=[C:20]([CH3:28])[C:21]5[N:22]([C:24]([CH3:27])=[N:25][N:26]=5)[CH:23]=4)[CH:8]([C:5]4[CH:6]=[CH:7][C:2]([Cl:1])=[CH:3][CH:4]=4)[C:15]=3[C:14]([CH3:16])=[N:13]2)[CH2:31]1. Yields the product N1CC(C1)N1N=C(C2=C1C(N(C2C2=CC=C(C=C2)Cl)C=2C=C(C=1N(C2)C(=NN1)C)C)=O)C (1-(azetidin-3-yl)-4-(4-chlorophenyl)-5-(3,8-dimethyl-[1,2,4]triazolo[4,3-a]pyridin-6-yl)-3-methyl-4,5-dihydropyrrolo[3,4-c]pyrazol-6(1H)-one). Procedure: The title compound was prepared using an analogous procedure to that described in Example 134 using 4-(4-chlorophenyl)-5-(3,8-dimethyl-[1,2,4]triazolo[4,3-a]pyridin-6-yl)-3-methyl-4,5-dihydropyrrolo[3,4-c]pyrazol-6(1H)-one (Example 98) (750 mg, 1.909 mmol) and stirring the reaction mixture for 30 min at 80° C. after addition of tert-butyl 3-iodoazetidine-1-carboxylate. The crude material was purified by silica gel column chromatography (CH2Cl2/MeOH 1-4%) followed by preparative HPLC (Gilson gx-2... Reaction conditions: temperature 80 celsius, time 30 minute. Starting materials: BrC=1C=NC=2N(C1)N=C(C2)C(=O)O (6-bromo-pyrazolo[1,5-a]pyrimidine-2-carboxylic acid), C1NCCC=2C(=CC=CC12)C#N (1,2,3,4-Tetrahydro-isoquinoline-5-carbonitrile). Yields the product BrC=1C=NC=2N(C1)N=C(C2)C(=O)N2CC=1C=CC=C(C1CC2)C#N (2-(6-Bromo-pyrazolo[1,5-a]pyrimidine-2-carbonyl)-1,2,3,4-tetrahydro-isoquinoline-5-carbonitrile). As a reaction SMILES: [Br:1][C:2]1[CH:3]=[N:4][C:5]2[N:6]([N:8]=[C:9]([C:11]([OH:13])=O)[CH:10]=2)[CH:7]=1.[CH2:14]1[C:23]2[CH:22]=[CH:21][CH:20]=[C:19]([C:24]#[N:25])[C:18]=2[CH2:17][CH2:16][NH:15]1>>[Br:1][C:2]1[CH:3]=[N:4][C:5]2[N:6]([N:8]=[C:9]([C:11]([N:15]3[CH2:16][CH2:17][C:18]4[C:19]([C:24]#[N:25])=[CH:20][CH:21]=[CH:22][C:23]=4[CH2:14]3)=[O:13])[CH:10]=2)[CH:7]=1. Procedure details: In close analogy to the procedure described in Example 1, 6-bromo-pyrazolo[1,5-a]pyrimidine-2-carboxylic acid is reacted with 1,2,3,4-Tetrahydro-isoquinoline-5-carbonitrile to provide the title compound in moderate yield. Reactants: N1N=CC=C1 (pyrazole), C([O-])([O-])=O.[K+].[K+] (potassium carbonate), COC1=CC=C2C(C(=COC2=C1)I)=O (7-methoxy-3-iodochromone), ice water. Run in CN(C=O)C (dimethylformamide). The product is N1N=C(C=C1)C=1OC2=CC(=CC=C2C(C1)=O)OC (2-pyrazolyl-7-methoxychromone). Isolated yield 75.0%. RXN SMILES: [CH3:1][O:2][C:3]1[CH:12]=[C:11]2[C:6]([C:7](=[O:14])[C:8](I)=[CH:9][O:10]2)=[CH:5][CH:4]=1.[NH:15]1[CH:19]=[CH:18][CH:17]=[N:16]1.C(=O)([O-])[O-].[K+].[K+]>CN(C)C=O>[NH:15]1[CH:19]=[CH:18][C:17]([C:9]2[O:10][C:11]3[C:6]([C:7](=[O:14])[CH:8]=2)=[CH:5][CH:4]=[C:3]([O:2][CH3:1])[CH:12]=3)=[N:16]1 |f:2.3.4|. Reported procedure: A mixture of 7-methoxy-3-iodochromone (151 mg) prepared in Example. 21, pyrazole (136 mg), potassium carbonate (1382 mg), and dimethylformamide (15 ml) was reacted at 80° C. for 2 hours with stirring. The reaction mixture was added to ice water and extracted from chloroform. The organic layer was dried over anhydrous sodium sulfate, and concentrated under reduced pressure. The residue was purifiedby the silica gel column chromatography, and recrystallized from benzene/hexane to give the titled c... Reactants: FC(F)(F)c1cncc(Br)c1, CC(C)n1ccnc1. The reagents and catalysts are CC(C)(C)c1ccc(-c2ccc(C(C)(C)C)cc2)cc1 (4,4'-di-tert-butylbiphenyl), CC(C)(C)C(=O)[O-].[K+] (KOPiv), Cl[Pd]CC=C.C=CC[Pd]Cl ([Pd(allyl)Cl]2), CN(C)c1ccc(P(C2CCCCC2)C2CCCCC2)cc1 (A-caPhos). Solvent: CC(=O)N(C)C (DMA), CC(=O)N(C)C (DMA), CC(=O)N(C)C (DMA). Run at temperature 120 celsius, time 24 hour. The product is CC(C)n1cncc1-c1cncc(C(F)(F)F)c1. Yield: 5.6%. The reactants are CC1=C(N)C(=CC=C1)C (2,6-Dimethylaniline), dimethyl acetal, ClCC=O (2-chloroacetaldehyde), C([O-])([O-])=O.[Na+].[Na+] (sodium carbonate). Run at temperature 150 celsius. Yields the product dimethyl acetal, CC1=C(NCC=O)C(=CC=C1)C (2-(2,6-dimethylanilino)acetaldehyde). As a reaction SMILES: [CH3:1][C:2]1[CH:8]=[CH:7][CH:6]=[C:5]([CH3:9])[C:3]=1[NH2:4].Cl[CH2:11][CH:12]=[O:13].C(=O)([O-])[O-].[Na+].[Na+]>>[CH3:1][C:2]1[CH:8]=[CH:7][CH:6]=[C:5]([CH3:9])[C:3]=1[NH:4][CH2:11][CH:12]=[O:13] |f:2.3.4|. Procedure: 2,6-Dimethylaniline (60 grams), the dimethyl acetal of 2-chloroacetaldehyde (25 grams) and sodium carbonate (25 grams) were charged into a glass reaction vessel equipped with a mechanical stirrer, thermometer and reflux condenser. The mixture was heated at a temperature of about 150°C for a period of about 30 hours. After this time the reaction mixture was cooled to room temperature and was filtered. The filtrate was then distilled under vacuum to yield the desired product the dimethyl acetal of...